Dataset: the Open Reaction Database (ORD), a public repository of structured organic reaction records. Task: describe an organic reaction: reactants, conditions, products, and yield The reactants are II (iodine), [Li+].CC(C)[N-]C(C)C (LDA), C(#N)C1=NC=CC=C1F (2-cyano-3-fluoropyridine). Solvent: TBF, C1CCOC1 (THF), C1CCOC1 (THF). The product is FC=1C(=NC=CC1I)C#N (3-fluoro-4-iodopyridine-2-carbonitrile). As a reaction SMILES: [Li+].CC([N-]C(C)C)C.[C:9]([C:11]1[C:16]([F:17])=[CH:15][CH:14]=[CH:13][N:12]=1)#[N:10].[I:18]I>C1COCC1>[F:17][C:16]1[C:11]([C:9]#[N:10])=[N:12][CH:13]=[CH:14][C:15]=1[I:18] |f:0.1|. Procedure: A solution of LDA (40.9 mmol, prepared from 11.4 mL of diisopropyl amine and 16.4 mL of 2.5 M n-butyl lithium in hexanes) in 200 mL THF at −78° C. was treated with 2-cyano-3-fluoropyridine (5.0 g, 40.9 mmol) in 50 mL of THF drop-wise. After 10 minutes a solution of iodine (10.4 g, 40.9 mmol) in 10 mL of TBF was added. After 30 minutes the reaction was quenched with 40 mL of water followed by workup with aqueous sodium thiosulfate. The mixture was diluted with ether, washed with brine, dried over... The reactants are COC1=CC=C2CC/C(/C2=C1)=C\C#N ((E)-(6-methoxyindan-1-ylidene) acetonitrile), N.C(C)O (ammonia ethanol). The reagents and catalysts are [Co] (cobalt). Run in C(C)O (ethanol). Run at time 5 hour. Product: COC1=CC=C2CC/C(/C2=C1)=C\CN ((E)-2-(6-methoxyindan-1-ylidene)ethylamine). RXN SMILES: [CH3:1][O:2][C:3]1[CH:11]=[C:10]2[C:6]([CH2:7][CH2:8]/[C:9]/2=[CH:12]\[C:13]#[N:14])=[CH:5][CH:4]=1.N.C(O)C>C(O)C.[Co]>[CH3:1][O:2][C:3]1[CH:11]=[C:10]2[C:6]([CH2:7][CH2:8]/[C:9]/2=[CH:12]\[CH2:13][NH2:14])=[CH:5][CH:4]=1 |f:1.2|. Procedure details: To a solution of (E)-(6-methoxyindan-1-ylidene) acetonitrile (5.0 g, 27 mmol.) in ethanol (50 mL) were added a saturated ammonia/ethanol solution (250 mL) and Raney cobalt (10 g). The mixture was stirred for 5 hours at room temperature under hydrogen atmosphere (5 kgf/cm2). The Raney cobalt was filtered off, and the solvent was distilled off under reduced pressure to leave (E)-2-(6-methoxyindan-1-ylidene)ethylamine. This oily residue was dissolved in ethanol (20 mL). The solution was cooled to −...